From a dataset of the Open Reaction Database (ORD), a public repository of structured organic reaction records. describe an organic reaction: reactants, conditions, products, and yield Starting materials: ClC1=C(C=CC(=C1)F)C1N=C(NC(=C1C(=O)OCC)C)C=1C=NC=CC1 (Ethyl 4-(2-chloro-4-fluorophenyl)-6-methyl-2-(pyridin-3-yl)-1,4-dihydropyrimidine-5-carboxylate), C1CC(=O)N(C1=O)Br (NBS). Yields the product BrCC1=C(C(N=C(N1)C=1C=NC=CC1)C1=C(C=C(C=C1)F)Cl)C(=O)OCC (Ethyl 6-(bromomethyl)-4-(2-chloro-4-fluorophenyl)-2-(pyridin-3-yl)-1,4-dihydropyrimidine-5-carboxylate). Yield: 70.1%. RXN SMILES: [Cl:1][C:2]1[CH:7]=[C:6]([F:8])[CH:5]=[CH:4][C:3]=1[CH:9]1[C:14]([C:15]([O:17][CH2:18][CH3:19])=[O:16])=[C:13]([CH3:20])[NH:12][C:11]([C:21]2[CH:22]=[N:23][CH:24]=[CH:25][CH:26]=2)=[N:10]1.C1C(=O)N([Br:34])C(=O)C1>>[Br:34][CH2:20][C:13]1[NH:12][C:11]([C:21]2[CH:22]=[N:23][CH:24]=[CH:25][CH:26]=2)=[N:10][CH:9]([C:3]2[CH:4]=[CH:5][C:6]([F:8])=[CH:7][C:2]=2[Cl:1])[C:14]=1[C:15]([O:17][CH2:18][CH3:19])=[O:16]. Reported procedure: Ethyl 4-(2-chloro-4-fluorophenyl)-6-methyl-2-(pyridin-3-yl)-1,4-dihydropyrimidine-5-carboxylate (5 g, 13.4 mmol) was reacted with NBS (2.87 g, 16.1 mmol) according to the procedure as described in Example 1, Step B to give the title compound as a yellow solid (4.25 g, 70%). The compound was characterized by the following spectroscopic data: The reactants are C1(CC1)CN(C1=CC(=NC=N1)C(=O)O)CCC (6-[(cyclopropylmethyl)(propyl)amino]pyrimidine-4-carboxylic acid), NC1=C(C=C(C=C1)CO)C ((4-amino-3-methylphenyl)methanol), C1(CC1)CN(C1=CC(=NC=N1)C(=O)O)CCC (6-[(cyclopropylmethyl)(propyl)amino]pyrimidine-4-carboxylic acid), NC1=C(C=C(C=C1)CO)C ((4-amino-3-methylphenyl)methanol). Yields the product C1(CC1)CN(C1=CC(=NC=N1)C(=O)NC1=C(C=C(C=C1)CO)C)CCC (6-[(cyclopropylmethyl)(propyl)amino]-N-[4-(hydroxymethyl)-2-methylphenyl]pyrimidine-4-carboxamide). RXN SMILES: [CH:1]1([CH2:4][N:5]([CH2:15][CH2:16][CH3:17])[C:6]2[N:11]=[CH:10][N:9]=[C:8]([C:12]([OH:14])=O)[CH:7]=2)[CH2:3][CH2:2]1.[NH2:18][C:19]1[CH:24]=[CH:23][C:22]([CH2:25][OH:26])=[CH:21][C:20]=1[CH3:27]>>[CH:1]1([CH2:4][N:5]([CH2:15][CH2:16][CH3:17])[C:6]2[N:11]=[CH:10][N:9]=[C:8]([C:12]([NH:18][C:19]3[CH:24]=[CH:23][C:22]([CH2:25][OH:26])=[CH:21][C:20]=3[CH3:27])=[O:14])[CH:7]=2)[CH2:2][CH2:3]1. Procedure: Following the general method as outlined in Example 1, starting from 6-[(cyclopropylmethyl)(propyl)amino]pyrimidine-4-carboxylic acid (Intermediate 21) and (4-amino-3-methylphenyl)methanol (Intermediate 28), the title compound was obtained as a white solid after purification by column chromatography (silica) eluting with cyclohexane containing increasing amounts of EtOAc. The reactants are [N+](=O)([O-])C=1C=C(C=CC1SC1=CC=CC=C1)N1CCN(CC1)C(=O)OC(C)(C)C (tert-butyl 4-[3-nitro-4-(phenylsulfanyl)phenyl]-1-piperazinecarboxylate), O.NN (hydrazine monohydrate). The reagents and catalysts are [Ni] (Raney nickel). Run in CCO (EtOH), C1CCOC1 (THF). Conditions: time 2 hour. The product is NC=1C=C(C=CC1SC1=CC=CC=C1)N1CCN(CC1)C(=O)OC(C)(C)C (tert-butyl 4-[3-amino-4-(phenylsulfanyl)phenyl]-1-piperazinecarboxylate). The yield is 102.4%. RXN SMILES: [N+:1]([C:4]1[CH:5]=[C:6]([N:17]2[CH2:22][CH2:21][N:20]([C:23]([O:25][C:26]([CH3:29])([CH3:28])[CH3:27])=[O:24])[CH2:19][CH2:18]2)[CH:7]=[CH:8][C:9]=1[S:10][C:11]1[CH:16]=[CH:15][CH:14]=[CH:13][CH:12]=1)([O-])=O.O.NN>CCO.C1COCC1.[Ni]>[NH2:1][C:4]1[CH:5]=[C:6]([N:17]2[CH2:18][CH2:19][N:20]([C:23]([O:25][C:26]([CH3:29])([CH3:28])[CH3:27])=[O:24])[CH2:21][CH2:22]2)[CH:7]=[CH:8][C:9]=1[S:10][C:11]1[CH:12]=[CH:13][CH:14]=[CH:15][CH:16]=1 |f:1.2|. Reported procedure: To a solution of tert-butyl 4-[3-nitro-4-(phenylsulfanyl)phenyl]-1-piperazinecarboxylate (1.7 g, 3.8 mmol) in 42 mL of a 4:1 EtOH:THF solvent system is added Raney nickel (260 mg suspension in EtOH) followed by hydrazine monohydrate (0.92 mL, 19 mmol). The mixture is stirred vigorously for 2 h and then filtered through celite that is pretreated with water. The filtrate is concentrated, the residue crystallized from MeOH/EtOAc/hexane to give 1.5 g (92%) of the aniline as a white foam.